This data is from the Open Reaction Database (ORD), a public repository of structured organic reaction records. The task is: describe an organic reaction: reactants, conditions, products, and yield Starting materials: BrCc1ccccc1, O=C([O-])[O-], CN(C)C=O, [Cs+], [Cs+], O=[N+]([O-])c1ccc(O)cc1F, O. Yields the product O=[N+]([O-])c1ccc(OCc2ccccc2)cc1F. RXN SMILES: [Br:18][CH2:19][c:20]1[cH:21][cH:22][cH:23][cH:24][cH:25]1.[C:12](=[O:13])([O-:14])[O-:15].[CH3:26][N:27]([CH3:28])[CH:29]=[O:30].[Cs+:16].[Cs+:17].[F:1][c:2]1[c:3]([N+:9](=[O:10])[O-:11])[cH:4][cH:5][c:6]([OH:8])[cH:7]1.[OH2:31]>>[F:1][c:2]1[c:3]([N+:9](=[O:10])[O-:11])[cH:4][cH:5][c:6]([O:8][CH2:19][c:20]2[cH:21][cH:22][cH:23][cH:24][cH:25]2)[cH:7]1. The reactants are C1=C(OC=C(C1=O)O)CO (Kojic acid), C(=O)([O-])[O-].[Cs+].[Cs+] (Cs2CO3), BrCCCCCBr (1,5-Dibromopentane). The solvent is CN(C)C=O (DMF). Run at temperature 110 celsius, time 2 hour. Yields the product BrCCCCCOC=1C(C=C(OC1)CO)=O (5-(5-Bromopentyloxy)-2-(hydroxymethyl)-4H-pyran-4-one). Yield: 46.3%. Reaction SMILES: [CH:1]1[C:6](=[O:7])[C:5]([OH:8])=[CH:4][O:3][C:2]=1[CH2:9][OH:10].C([O-])([O-])=O.[Cs+].[Cs+].[Br:17][CH2:18][CH2:19][CH2:20][CH2:21][CH2:22]Br>CN(C=O)C>[Br:17][CH2:18][CH2:19][CH2:20][CH2:21][CH2:22][O:8][C:5]1[C:6](=[O:7])[CH:1]=[C:2]([CH2:9][OH:10])[O:3][CH:4]=1 |f:1.2.3|. Procedure: Kojic acid (2 g, 14.1 mmol), Cs2CO3 (4.6 g, 14.1 mmol) and DMF (12 mL) were charged in a 100 ml round-bottomed flask equipped with a magnetic stirrer. 1,5-Dibromopentane (8.1 g, 35.2 mmol) was added and the reaction mixture was stirred for 2 h at 110° C. After evaporation of DMF, the reaction mixture was poured in 50 mL of H2O, extracted with CH2Cl2 (2×100 mL). The organic layer was washed with brine (2×20 mL), dried over MgSO4, filtered and evaporated to dryness. The crude compound was purified... Starting materials: ClC1=C(/C=C/C=2C=C(C=O)C=CC2)C(=CC=C1)C ((E)-3-(2-Chloro-6-methylstyryl)benzaldehyde), C(C)#N (acetonitrile). Yields the product ClC1=C(/C=C/C=2C=C(C=CC2)C(CC#N)O)C(=CC=C1)C ((E)-3-(3-(2-chloro-6-methylstyryl)phenyl)-3-hydroxypropanenitrile). RXN SMILES: [Cl:1][C:2]1[CH:17]=[CH:16][CH:15]=[C:14]([CH3:18])[C:3]=1/[CH:4]=[CH:5]/[C:6]1[CH:7]=[C:8]([CH:11]=[CH:12][CH:13]=1)[CH:9]=[O:10].[C:19](#[N:21])[CH3:20]>>[Cl:1][C:2]1[CH:17]=[CH:16][CH:15]=[C:14]([CH3:18])[C:3]=1/[CH:4]=[CH:5]/[C:6]1[CH:7]=[C:8]([CH:9]([OH:10])[CH2:20][C:19]#[N:21])[CH:11]=[CH:12][CH:13]=1. Procedure details: (E)-3-(2-Chloro-6-methylstyryl)benzaldehyde was reacted with acetonitrile according to the procedure used in Example 50. Purification by flash chromatography (10 to 70% EtOAc-hexanes gradient) gave (E)-3-(3-(2-chloro-6-methylstyryl)phenyl)-3-hydroxypropanenitrile as an oil. Yield 0.0708 g, 77%): 1H NMR (400 MHz, CDCl3) δ 7.51-7.53 (m, 2H), 7.41 (t, J=8.0 Hz, 1H), 7.25-7.33 (m, 2H), 7.07-7.20 (m, 3H), 6.80 (d, J=16.8 Hz, 1H), 5.08 (t, J=6.4 Hz, 1H), 2.80 (dd, J=6.4, 0.8 Hz, 2H), 2.43 (s, 3H). The reactants are C1(=CC=CC=C1)CC(O)(C)C (2-phenyl-1,1-dimethyl ethanol). Reagents/catalysts: [Ru] (ruthenium/silica). Reaction conditions: temperature 150 celsius, time 5 hour. Yields the product C1(CCCCC1)CC(O)(C)C (2-cyclohexyl-1,1-dimethyl ethanol). The yield is 87.9%. As a reaction SMILES: [C:1]1([CH2:7][C:8]([CH3:11])([CH3:10])[OH:9])[CH:6]=[CH:5][CH:4]=[CH:3][CH:2]=1>[Ru]>[CH:1]1([CH2:7][C:8]([CH3:11])([CH3:10])[OH:9])[CH2:6][CH2:5][CH2:4][CH2:3][CH2:2]1. Procedure details: 100 g (0.67 mol) of 2-phenyl-1,1-dimethyl ethanol (manufactured by Hokko Kagaku Corp. Ltd.) and 1.0 g of 5% ruthenium/silica were placed in a 500 ml stainless autoclave. The resulting mixture was placed under a hydrogen pressure of 50 atmospheres, heated to a reaction temperature of 150° C., and agitated for 5 hours. After cooling to room temperature, the catalyst was removed by filtration. Vacuum distillation of the resulting crude reaction product was conducted with a Claisen distillation devi... Reactants: C(OC)(OC)OC (trimethyl orthoformate), [N-]=[N+]=[N-].[Na+] (sodium azide), C(C)(=O)O (acetic acid), NC1=CC=C2C=C(NC(C2=C1)=O)C1=C(C=CC=C1)C(F)(F)F (7-amino-3-(2-trifluoromethylphenyl)-2H-isoquinolin-1-one). Solvent: O (water). Reaction conditions: temperature 80 celsius, time 6 hour. Yields the product N1(N=NN=C1)C1=CC=C2C=C(NC(C2=C1)=O)C1=C(C=CC=C1)C(F)(F)F (7-tetrazol-1-yl-3-(2-trifluoromethylphenyl)-2H-isoquinolin-1-one). The yield is 83.0%. RXN SMILES: C(OC)(OC)OC.[N-:8]=[N+:9]=[N-:10].[Na+].[C:12](O)(=O)C.[NH2:16][C:17]1[CH:26]=[C:25]2[C:20]([CH:21]=[C:22]([C:28]3[CH:33]=[CH:32][CH:31]=[CH:30][C:29]=3[C:34]([F:37])([F:36])[F:35])[NH:23][C:24]2=[O:27])=[CH:19][CH:18]=1>O>[N:16]1([C:17]2[CH:26]=[C:25]3[C:20]([CH:21]=[C:22]([C:28]4[CH:33]=[CH:32][CH:31]=[CH:30][C:29]=4[C:34]([F:37])([F:35])[F:36])[NH:23][C:24]3=[O:27])=[CH:19][CH:18]=2)[CH:12]=[N:10][N:9]=[N:8]1 |f:1.2|. Procedure details: 17.5 μl (0.16 mmol) of trimethyl orthoformate and 9.8 mg (0.15 mmol) of sodium azide were added to 0.2 ml of an acetic acid solution containing the 7-amino-3-(2-trifluoromethylphenyl)-2H-isoquinolin-1-one obtained in Example 38. The obtained mixture was stirred at 80° C. for 6 hours. Thereafter, the reaction solution was cooled to a room temperature, and water was then added to thereto, followed by extraction with ethyl acetate. The extract was washed with a saturated sodium bicarbonate aqueous ...